From a dataset of the Open Reaction Database (ORD), a public repository of structured organic reaction records. describe an organic reaction: reactants, conditions, products, and yield Starting materials: C=CCC1(c2cc(Cc3ccc(CC)cc3)c(Cl)cc2O)OC(COCc2ccccc2)C(OCc2ccccc2)C(OCc2ccccc2)C1OCc1ccccc1, O=C(OO)c1cccc(Cl)c1, ClCCl. Yields the product CCc1ccc(Cc2cc3c(cc2Cl)OC(CO)CC32OC(COCc3ccccc3)C(OCc3ccccc3)C(OCc3ccccc3)C2OCc2ccccc2)cc1. Reaction SMILES: [CH2:1]([CH:2]=[CH2:3])[C:4]1([c:43]2[c:44]([OH:59])[cH:45][c:46]([Cl:58])[c:47]([CH2:49][c:50]3[cH:51][cH:52][c:53]([CH2:56][CH3:57])[cH:54][cH:55]3)[cH:48]2)[O:5][CH:6]([CH2:34][O:35][CH2:36][c:37]2[cH:38][cH:39][cH:40][cH:41][cH:42]2)[CH:7]([O:26][CH2:27][c:28]2[cH:29][cH:30][cH:31][cH:32][cH:33]2)[CH:8]([O:18][CH2:19][c:20]2[cH:21][cH:22][cH:23][cH:24][cH:25]2)[CH:9]1[O:10][CH2:11][c:12]1[cH:13][cH:14][cH:15][cH:16][cH:17]1.[Cl:60][c:61]1[cH:62][c:63]([C:68](=[O:65])[O:69][OH:70])[cH:64][cH:66][cH:67]1.[Cl:71][CH2:72][Cl:73]>>[CH2:1]1[CH:2]([CH2:3][OH:65])[O:59][c:44]2[c:43]([cH:48][c:47]([CH2:49][c:50]3[cH:51][cH:52][c:53]([CH2:56][CH3:57])[cH:54][cH:55]3)[c:46]([Cl:58])[cH:45]2)[C:4]12[O:5][CH:6]([CH2:34][O:35][CH2:36][c:37]1[cH:38][cH:39][cH:40][cH:41][cH:42]1)[CH:7]([O:26][CH2:27][c:28]1[cH:29][cH:30][cH:31][cH:32][cH:33]1)[CH:8]([O:18][CH2:19][c:20]1[cH:21][cH:22][cH:23][cH:24][cH:25]1)[CH:9]2[O:10][CH2:11][c:12]1[cH:13][cH:14][cH:15][cH:16][cH:17]1.